Dataset: the Open Reaction Database (ORD), a public repository of structured organic reaction records. Task: describe an organic reaction: reactants, conditions, products, and yield Reactants: COC(\C(=C\CC)\C1=CC=C(C=C1)S(=O)(=O)C)=O ((E)-2-(4-(methanesulfonyl)-phenyl)-pentenoic acid methyl ester), [OH-].[Na+] (sodium hydroxide). Solvent: C(C)O (ethanol). Reaction conditions: temperature 47.5 celsius. Product: CS(=O)(=O)C1=CC=C(C=C1)/C(/C(=O)O)=C\CC ((E)-2-(4-(methanesulfonyl)-phenyl)-pentenoic acid). Isolated yield 82.5%. Reaction SMILES: C[O:2][C:3](=[O:18])/[C:4](/[C:8]1[CH:13]=[CH:12][C:11]([S:14]([CH3:17])(=[O:16])=[O:15])=[CH:10][CH:9]=1)=[CH:5]/[CH2:6][CH3:7].[OH-].[Na+]>C(O)C>[CH3:17][S:14]([C:11]1[CH:10]=[CH:9][C:8](/[C:4](=[CH:5]\[CH2:6][CH3:7])/[C:3]([OH:18])=[O:2])=[CH:13][CH:12]=1)(=[O:15])=[O:16] |f:1.2|. Reported procedure: A solution of (E)-2-(4-(methanesulfonyl)-phenyl)-pentenoic acid methyl ester (1.83 g, 6.82 mmol) in ethanol (30 mL) was treated with a 1N aqueous sodium hydroxide solution (15 mL). The solution was heated at 45-50° C. for 15 h, at which time, thin layer chromatography analysis of the reaction mixture indicated the absence of starting material. The reaction mixture was concentrated in vacuo to remove ethanol. The residue was diluted with water (50 mL) and extracted with diethyl ether (1×50 mL) to... The reactants are Cl, NC1C2CC3CC1CN(C3)C2, O=C(O)c1ccc(Cl)cc1. Yields the product O=C(NC1C2CC3CC1CN(C3)C2)c1ccc(Cl)cc1. Reaction SMILES: [ClH:1].[N:2]12[CH2:3][CH:4]3[CH:5]([NH2:12])[CH:6]([CH2:7][CH:8]([CH2:9]1)[CH2:10]3)[CH2:11]2.[OH:13][C:14](=[O:15])[c:16]1[cH:17][cH:18][c:19]([Cl:20])[cH:21][cH:22]1>>[N:2]12[CH2:3][CH:4]3[CH:5]([NH:12][C:14](=[O:13])[c:16]4[cH:17][cH:18][c:19]([Cl:20])[cH:21][cH:22]4)[CH:6]([CH2:7][CH:8]([CH2:9]1)[CH2:10]3)[CH2:11]2. The reactants are Cc1ccc2c(N3CCCC(NC(=O)OC(C)(C)C)C3)nc(-c3ccccc3O)nc2c1, ClCCl, O=C(O)C(F)(F)F. The product is Cc1ccc2c(N3CCCC(N)C3)nc(-c3ccccc3O)nc2c1. Reaction SMILES: [C:1]([O:2][C:3](=[O:4])[NH:7][CH:8]1[CH2:9][N:10]([c:14]2[n:15][c:16](-[c:25]3[c:26]([OH:31])[cH:27][cH:28][cH:29][cH:30]3)[n:17][c:18]3[cH:19][c:20]([CH3:24])[cH:21][cH:22][c:23]23)[CH2:11][CH2:12][CH2:13]1)([CH3:5])([CH3:6])[CH3:32].[Cl:40][CH2:41][Cl:42].[F:33][C:34]([F:35])([F:36])[C:37]([OH:38])=[O:39]>>[NH2:7][CH:8]1[CH2:9][N:10]([c:14]2[n:15][c:16](-[c:25]3[c:26]([OH:31])[cH:27][cH:28][cH:29][cH:30]3)[n:17][c:18]3[cH:19][c:20]([CH3:24])[cH:21][cH:22][c:23]23)[CH2:11][CH2:12][CH2:13]1. The reactants are CN(C)C=O, C[Si](C)(C)OCl, O, C#CCC(C)(O)CCC=C, c1c[nH]cn1. The product is C#CCC(C)(CCC=C)O[Si](C)(C)C. RXN SMILES: [CH3:16][N:17]([CH3:18])[CH:19]=[O:20].[CH3:21][Si:22]([O:23][Cl:24])([CH3:25])[CH3:26].[OH2:27].[OH:1][C:2]([CH2:3][C:4]#[CH:5])([CH2:6][CH2:7][CH:8]=[CH2:9])[CH3:10].[nH:11]1[cH:12][cH:13][n:14][cH:15]1>>[O:1]([C:2]([CH2:3][C:4]#[CH:5])([CH2:6][CH2:7][CH:8]=[CH2:9])[CH3:10])[Si:22]([CH3:21])([CH3:25])[CH3:26]. Starting materials: C([O-])([O-])=O.[K+].[K+] (potassium carbonate), O=C1C(SC2=C(N1)C=CC=C2)CC(=O)OCC (ethyl 2-(3,4-dihydro-3-oxo-2H-1,4-benzothiazin-2-yl)acetate), BrCC#N (bromoacetonitrile), [I-].[K+] (potassium iodide), [Cl-].[NH4+] (ammonium chloride). Run in CS(=O)C (dimethylsulfoxide). Run at time 40 hour. Product: C(#N)CN1C(C(SC2=C1C=CC=C2)CC(=O)OCC)=O (Ethyl 2-(4-cyanomethyl-3,4-dihydro-3-oxo-2H-1,4-benzothiazin-2-yl)acetate). Yield: 82.8%. Reaction SMILES: [O:1]=[C:2]1[NH:7][C:6]2[CH:8]=[CH:9][CH:10]=[CH:11][C:5]=2[S:4][CH:3]1[CH2:12][C:13]([O:15][CH2:16][CH3:17])=[O:14].Br[CH2:19][C:20]#[N:21].[I-].[K+].C(=O)([O-])[O-].[K+].[K+].[Cl-].[NH4+]>CS(C)=O>[C:20]([CH2:19][N:7]1[C:6]2[CH:8]=[CH:9][CH:10]=[CH:11][C:5]=2[S:4][CH:3]([CH2:12][C:13]([O:15][CH2:16][CH3:17])=[O:14])[C:2]1=[O:1])#[N:21] |f:2.3,4.5.6,7.8|. Procedure details: After 1.82 g of ethyl 2-(3,4-dihydro-3-oxo-2H-1,4-benzothiazin-2-yl)acetate, 1.31 g of bromoacetonitrile and 146 mg of potassium iodide were dissolved in dimethylsulfoxide (18 ml), 1.50 g of potassium carbonate was added to the solution. The mixture was stirred at room temperature for 40 hours. After saturated ammonium chloride aqueous solution was added to the reaction mixture, the mixture was extracted with ethyl acetate. After the organic phase was washed with saturated sodium chloride aqueou... Reactants: ClC1=NC=2N(C=C1)N=CC2C(=O)OCC (Ethyl 5-chloropyrazolo[1,5-a]pyrimidine-3-carboxylate), Cl.FC=1C=CC(=C(C1)[C@@H]1NCCC1)C(F)(F)F ((R)-2-(5-fluoro-2-(trifluoromethyl)phenyl)pyrrolidine hydrochloride), C(C)(C)N(CC)C(C)C (diisopropylethylamine). Solvent: C(C)(C)O (isopropanol). Conditions: temperature 120 celsius. Product: FC=1C=CC(=C(C1)[C@@H]1N(CCC1)C1=NC=2N(C=C1)N=CC2C(=O)OCC)C(F)(F)F ((R)-ethyl 5-(2-(5-fluoro-2-(trifluoromethyl)phenyl)pyrrolidin-1-yl)pyrazolo[1,5-a]pyrimidine-3-carboxylate). The yield is 96.4%. Reaction SMILES: Cl[C:2]1[CH:7]=[CH:6][N:5]2[N:8]=[CH:9][C:10]([C:11]([O:13][CH2:14][CH3:15])=[O:12])=[C:4]2[N:3]=1.Cl.[F:17][C:18]1[CH:19]=[CH:20][C:21]([C:29]([F:32])([F:31])[F:30])=[C:22]([C@H:24]2[CH2:28][CH2:27][CH2:26][NH:25]2)[CH:23]=1.C(N(C(C)C)CC)(C)C>C(O)(C)C>[F:17][C:18]1[CH:19]=[CH:20][C:21]([C:29]([F:32])([F:30])[F:31])=[C:22]([C@H:24]2[CH2:28][CH2:27][CH2:26][N:25]2[C:2]2[CH:7]=[CH:6][N:5]3[N:8]=[CH:9][C:10]([C:11]([O:13][CH2:14][CH3:15])=[O:12])=[C:4]3[N:3]=2)[CH:23]=1 |f:1.2|. Reported procedure: Ethyl 5-chloropyrazolo[1,5-a]pyrimidine-3-carboxylate (Preparation B, 0.51 g, 2.26 mmol), (R)-2-(5-fluoro-2-(trifluoromethyl)phenyl)pyrrolidine hydrochloride (0.610 g, 2.26 mmol) and diisopropylethylamine (1.12 mL, 6.78 mmol) were suspended in isopropanol (2.5 mL) and heated to 120° C. for 24 hours. The reaction mixture was purified by reverse phase chromatography eluting with 0-75% acetonitrile/water to yield the title compound (0.92 g, 96.4% yield). MS (apci) m/z=423.0.0 (M+H). Reactants: O(C1=CC=CC=C1)CC(=O)NC1[C@@H]2N(C(C(CS2)=C)C(=O)OCC2=CC=C(C=C2)[N+](=O)[O-])C1=O (p-nitrobenzyl 7-phenoxyacetamido-3-methylenecepham-4-carboxylate), P(Cl)(Cl)(Cl)(Cl)Cl (phosphorus pentachloride), C(Cl)Cl (methylene chloride), N1=CC=CC=C1 (pyridine). Solvent: C(C(C)C)O (isobutanol). Reaction conditions: time 8 hour. Yields the product Cl.NC1[C@@H]2N(C(C(CS2)=C)C(=O)OCC2=CC=C(C=C2)[N+](=O)[O-])C1=O (p-nitrobenzyl 7-amino-3-methylenecepham-4-carboxylate hydrochloride). The yield is 58.0%. Reaction SMILES: O(CC([NH:11][CH:12]1[C:33](=[O:34])[N:14]2[CH:15]([C:20]([O:22][CH2:23][C:24]3[CH:29]=[CH:28][C:27]([N+:30]([O-:32])=[O:31])=[CH:26][CH:25]=3)=[O:21])[C:16](=[CH2:19])[CH2:17][S:18][C@H:13]12)=O)C1C=CC=CC=1.C(Cl)[Cl:36].N1C=CC=CC=1.P(Cl)(Cl)(Cl)(Cl)Cl>C(O)C(C)C>[ClH:36].[NH2:11][CH:12]1[C:33](=[O:34])[N:14]2[CH:15]([C:20]([O:22][CH2:23][C:24]3[CH:25]=[CH:26][C:27]([N+:30]([O-:32])=[O:31])=[CH:28][CH:29]=3)=[O:21])[C:16](=[CH2:19])[CH2:17][S:18][C@H:13]12 |f:5.6|. Reported procedure: To a solution of 965 mg. (2 mmole) of p-nitrobenzyl 7-phenoxyacetamido-3-methylenecepham-4-carboxylate in 10 ml. of methylene chloride were added 175 mg of dry pyridine and 460 mg. of phosphorus pentachloride and the mixture was stirred at room temperature for 6 hours. One ml. of isobutanol was added to the mixture which was then stored at 0° C. overnight. The reaction product, p-nitrobenzyl 7-amino-3-methylenecepham-4-carboxylate hydrochloride, which formed as a crystalline precipitate was filt... Starting materials: C(CCC)[SnH](CCCC)CCCC (tri(butyl)tin hydride), N(=NC(C#N)(C)C)C(C#N)(C)C (azobisisobutyronitrile), O(C1=CC=CC=C1)CC(=O)NC1C(N(C1Cl)C(C(=O)OC(C1=CC=CC=C1)C1=CC=CC=C1)=C(COC)C)=O (Benzhydryl 2-(3-phenoxyacetamido-4-chloro-2-oxoazetidin-1-yl)-3-methyl-4-methoxy-2-butenoate), O(C1=CC=CC=C1)CC(=O)NC1C(N(C1Cl)C(C(=O)OC(C1=CC=CC=C1)C1=CC=CC=C1)=C(C)C)=O (benzhydryl 2-(3-phenoxyacetamido-4-chloro-2oxoazetidin-1-yl)-3-methyl-2-butenoate), 8(A). Solvent: C1(=CC=CC=C1)C (toluene). The product is O(C1=CC=CC=C1)CC(=O)NC1C(N(C1)C(C(=O)OC(C1=CC=CC=C1)C1=CC=CC=C1)=C(COC)C)=O (Benzhydryl 2-(3-phenoxyacetamido-2-oxoazetidin-1-yl)-3-methyl-4-methoxy-2-butenoate). As a reaction SMILES: [O:1]([CH2:8][C:9]([NH:11][CH:12]1[CH:15](Cl)[N:14]([C:17](=[C:34]([CH3:38])[CH2:35][O:36][CH3:37])[C:18]([O:20][CH:21]([C:28]2[CH:33]=[CH:32][CH:31]=[CH:30][CH:29]=2)[C:22]2[CH:27]=[CH:26][CH:25]=[CH:24][CH:23]=2)=[O:19])[C:13]1=[O:39])=[O:10])[C:2]1[CH:7]=[CH:6][CH:5]=[CH:4][CH:3]=1.O(CC(NC1C(Cl)N(C(=C(C)C)C(OC(C2C=CC=CC=2)C2C=CC=CC=2)=O)C1=O)=O)C1C=CC=CC=1.C([SnH](CCCC)CCCC)CCC.N(C(C)(C)C#N)=NC(C)(C)C#N>C1(C)C=CC=CC=1>[O:1]([CH2:8][C:9]([NH:11][CH:12]1[CH2:15][N:14]([C:17](=[C:34]([CH3:38])[CH2:35][O:36][CH3:37])[C:18]([O:20][CH:21]([C:28]2[CH:33]=[CH:32][CH:31]=[CH:30][CH:29]=2)[C:22]2[CH:23]=[CH:24][CH:25]=[CH:26][CH:27]=2)=[O:19])[C:13]1=[O:39])=[O:10])[C:2]1[CH:7]=[CH:6][CH:5]=[CH:4][CH:3]=1. Procedure details: Benzhydryl 2-(3-phenoxyacetamido-4-chloro-2-oxoazetidin-1-yl)-3-methyl-4-methoxy-2-butenoate [prepared from benzhydryl 2-(3-phenoxyacetamido-4-chloro-2oxoazetidin-1-yl)-3-methyl-2-butenoate using the general procedures described in Examples 7 and 8(A) hereinabove] (264 mg, 0.5 mmol) was dissolved in 1 ml of toluene with 0.6 mmol of tri(butyl)tin hydride and 0.6 mmol of azobisisobutyronitrile (99 mg) and heated at 62° with stirring under a nitrogen atmosphere. The reaction solvent was removed und... The reactants are ClCC=1N=C(OC1C)C1=CC=CC=C1 (4-chloromethyl-5-methyl-2-phenyloxazole), OC1=CC=C(C=C1)CC(=O)OC (methyl 4-hydroxyphenylacetate), C([O-])([O-])=O.[K+].[K+] (potassium carbonate), CN(C=O)C (N,N-dimethylformamide). Run in C(C)(=O)OCC.CCCCCC (ethyl acetate hexane), O (Water). Conditions: time 18 hour. Product: CC1=C(N=C(O1)C1=CC=CC=C1)COC1=CC=C(C=C1)CC(=O)OC (methyl 4-(5-methyl-2-phenyl-4-oxazolylmethoxy)phenylacetate). Yield: 93.9%. Reaction SMILES: Cl[CH2:2][C:3]1[N:4]=[C:5]([C:9]2[CH:14]=[CH:13][CH:12]=[CH:11][CH:10]=2)[O:6][C:7]=1[CH3:8].[OH:15][C:16]1[CH:21]=[CH:20][C:19]([CH2:22][C:23]([O:25][CH3:26])=[O:24])=[CH:18][CH:17]=1.C(=O)([O-])[O-].[K+].[K+].CN(C)C=O>C(OCC)(=O)C.CCCCCC.O>[CH3:8][C:7]1[O:6][C:5]([C:9]2[CH:14]=[CH:13][CH:12]=[CH:11][CH:10]=2)=[N:4][C:3]=1[CH2:2][O:15][C:16]1[CH:17]=[CH:18][C:19]([CH2:22][C:23]([O:25][CH3:26])=[O:24])=[CH:20][CH:21]=1 |f:2.3.4,6.7|. Procedure details: A mixture of 4-chloromethyl-5-methyl-2-phenyloxazole (15.6 g), methyl 4-hydroxyphenylacetate (12.5 g), potassium carbonate (20.8 g) and N,N-dimethylformamide (80 ml) was stirred at room temperature for 18 hours. Water was added to the reaction mixture and extracted with ethyl acetate. The ethyl acetate layer was washed with an aqueous saturated solution of sodium chloride, dried (MgSO4) and concentrated. The residue was subjected to silica gel chromatography to obtain methyl 4-(5-methyl-2-phenyl...